From a dataset of the Open Reaction Database (ORD), a public repository of structured organic reaction records. describe an organic reaction: reactants, conditions, products, and yield Reactants: BrCC(=O)C1=CC=C(C=C1)O (2-bromo-4′-hydroxyacetophenone), CC=1N=CSC1C (4,5-dimethylthiazole), COC(C)(C)C (Tert-butyl methyl ether). Run in C(C)#N (acetonitrile). Conditions: temperature 110 celsius, time 8 hour. Yields the product [Br-].OC1=CC=C(C=C1)C(C[N+]1=CSC(=C1C)C)=O (3-[2-(4-Hydroxyphenyl)-2-oxoethyl]-4,5-dimethylthiazolium bromide). Reaction SMILES: [Br:1][CH2:2][C:3]([C:5]1[CH:10]=[CH:9][C:8]([OH:11])=[CH:7][CH:6]=1)=[O:4].[CH3:12][C:13]1[N:14]=[CH:15][S:16][C:17]=1[CH3:18].COC(C)(C)C>C(#N)C>[Br-:1].[OH:11][C:8]1[CH:9]=[CH:10][C:5]([C:3](=[O:4])[CH2:2][N+:14]2[C:13]([CH3:12])=[C:17]([CH3:18])[S:16][CH:15]=2)=[CH:6][CH:7]=1 |f:4.5|. Procedure: The neat mixture of 2-bromo-4′-hydroxyacetophenone (3 g, 15 mmol) and 4,5-dimethylthiazole (1.71 g, 15 mmol) was heated at 110° C. for 3 hrs. It was dissolved in acetonitrile (15 mL) and cooled to room temperature. Tert-butyl methyl ether (5 mL) was added and the reaction mixture kept at room temperature overnight. The product crystallized was filtered, washed well with a mixture of acetonitrile and tert-butyl methyl ether (1:1, v/v) and dried. It was recrystallized from a mixture of acetonitril... The reactants are O=B[O-], CCO, C=C(C)C1CCC(C)=C1CC(C)(C)C=O, [Na+], O=S(=O)(O)O. Product: C=C(C)C1CCC(C)=C1CC(C)(C)CO. As a reaction SMILES: [B:1]([O-:2])=[O:3].[CH3:25][CH2:26][OH:27].[CH3:5][C:6]1=[C:7]([CH2:14][C:15]([CH:16]=[O:17])([CH3:18])[CH3:19])[CH:8]([C:11](=[CH2:12])[CH3:13])[CH2:9][CH2:10]1.[Na+:4].[S:20](=[O:21])(=[O:22])([OH:23])[OH:24]>>[CH3:5][C:6]1=[C:7]([CH2:14][C:15]([CH2:16][OH:17])([CH3:18])[CH3:19])[CH:8]([C:11](=[CH2:12])[CH3:13])[CH2:9][CH2:10]1. As a reaction SMILES: [OH:1][C:2]1[CH:3]=[C:4]([CH:8]([CH3:12])C(O)=O)[CH:5]=[CH:6][CH:7]=1.[OH2:13].[C:14]1([CH3:24])C=CC(S(O)(=O)=O)=CC=1.[CH2:25]([OH:27])C>>[OH:1][C:2]1[CH:3]=[C:4]([CH2:8][CH2:12][C:25]([O:27][CH2:14][CH3:24])=[O:13])[CH:5]=[CH:6][CH:7]=1 |f:1.2|. The reactants are OC=1C=C(C=CC1)C(C(=O)O)C (3-Hydroxyphenylpropanoic acid), O.C1(=CC=C(C=C1)S(=O)(=O)O)C (p-Toluenesulfonic acid monohydrate), C(C)O (ethanol). Yields the product OC=1C=C(C=CC1)CCC(=O)OCC (Ethyl 3-(3-hydroxyphenyl)propanoate). Procedure: A solution of 3-Hydroxyphenylpropanoic acid (25 g, 150.60 mmol) and p-Toluenesulfonic acid monohydrate (3.80 g, 20 mmol) in abs ethanol (250 ml) was refluxed for 4 hours or until all the starting material is consumed. The reaction mixture was concentrated, diluted with ethyl acetate and washed with water. The organic layer was dried over Na2SO4, filtered, concentrated, and purified by flash chromatography on a silica gel column (hex:ethyl acetate 2:1) to give the title compound. As a reaction SMILES: [CH2:1]([CH3:2])[S:3](=[O:4])(=[O:5])[c:6]1[cH:7][cH:8][c:9](-[c:11]2[cH:12][cH:13][c:14]([C:15](=[O:16])[OH:17])[cH:18][cH:19]2)[s:10]1.[CH3:40][CH:41]1[N:42]([CH2:46][CH:47]2[NH:48][CH2:49][CH2:50][CH2:51]2)[CH2:43][CH2:44][CH2:45]1.[CH:31]([N:32]([CH2:33][CH3:34])[CH:35]([CH3:36])[CH3:37])([CH3:38])[CH3:39].[Cl:57][CH2:58][Cl:59].[Li:20].[O:52]=[CH:53][N:54]([CH3:55])[CH3:56].[OH:21][n:22]1[c:23]2[c:24]([cH:25][cH:26][cH:27][cH:28]2)[n:29][n:30]1>>[CH2:1]([CH3:2])[S:3](=[O:4])(=[O:5])[c:6]1[cH:7][cH:8][c:9](-[c:11]2[cH:12][cH:13][c:14]([C:15](=[O:17])[N:48]3[CH:47]([CH2:46][N:42]4[CH:41]([CH3:40])[CH2:45][CH2:44][CH2:43]4)[CH2:51][CH2:50][CH2:49]3)[cH:18][cH:19]2)[s:10]1. Yields the product CCS(=O)(=O)c1ccc(-c2ccc(C(=O)N3CCCC3CN3CCCC3C)cc2)s1. The reactants are CCS(=O)(=O)c1ccc(-c2ccc(C(=O)O)cc2)s1, CC1CCCN1CC1CCCN1, CCN(C(C)C)C(C)C, ClCCl, [Li], CN(C)C=O, On1nnc2ccccc21. Starting materials: C(CCC)N (butylamine), C(CCC)NC1=NC(=NC(=N1)NCCCC)Cl (2,4-bis(butylamino)-6-chloro-1,3,5-triazine), N1=C(Cl)N=C(Cl)N=C1Cl (cyanuric chloride), [K] (potassium), C(CCC)N (butylamine). Run in O (water), C(C)#N (acetonitrile), O (water), C1(=CC=CC=C1)C (toluene). Run at temperature 0 celsius, time 8 hour. Product: C(CCC)NC1=NC(=NC(=N1)NCCCC)NCCCC (2,4,6-tris(n-butylamino)-1,3,5-triazine). Isolated yield 96.0%. Reaction SMILES: N1C(Cl)=NC(Cl)=NC=1Cl.[CH2:10]([NH2:14])[CH2:11][CH2:12][CH3:13].[K].[CH2:16]([NH:20][C:21]1[N:26]=[C:25]([NH:27][CH2:28][CH2:29][CH2:30][CH3:31])[N:24]=[C:23](Cl)[N:22]=1)[CH2:17][CH2:18][CH3:19]>C(#N)C.O.C1(C)C=CC=CC=1>[CH2:10]([NH:14][C:23]1[N:24]=[C:25]([NH:27][CH2:28][CH2:29][CH2:30][CH3:31])[N:26]=[C:21]([NH:20][CH2:16][CH2:17][CH2:18][CH3:19])[N:22]=1)[CH2:11][CH2:12][CH3:13] |^1:14|. Procedure: 18.5 g (0.1 mol.) of cyanuric chloride were dissolved in 150 mL of acetonitrile. The mixture solution was cooled to 0° C. The cooled solution was dropwise added with a solution of 14.6 g (0.2 mol.) of butylamine in 20 mL of water over one hour while stirring in such a manner that the temperature did not raise over 5° C. While further continuing the stirring, a solution of 20.0 g (0.2 mol.) of potassium hydrogenecarbonate in 100 mL of water was dropwise added to the solution at the same temperatu...